This data is from the Open Reaction Database (ORD), a public repository of structured organic reaction records. The task is: describe an organic reaction: reactants, conditions, products, and yield Starting materials: CCOC(=O)c1ccc(-c2nn(Cc3ccccc3)c3ccccc23)cc1, CO, Cl, [Na+], [OH-]. Product: O=C(O)c1ccc(-c2nn(Cc3ccccc3)c3ccccc23)cc1. RXN SMILES: [CH2:1]([c:2]1[cH:3][cH:4][cH:5][cH:6][cH:7]1)[n:8]1[n:9][c:10](-[c:17]2[cH:18][cH:19][c:20]([C:23](=[O:24])[O:25][CH2:26][CH3:27])[cH:21][cH:22]2)[c:11]2[cH:12][cH:13][cH:14][cH:15][c:16]12.[CH3:31][OH:32].[ClH:30].[Na+:29].[OH-:28]>>[CH2:1]([c:2]1[cH:3][cH:4][cH:5][cH:6][cH:7]1)[n:8]1[n:9][c:10](-[c:17]2[cH:18][cH:19][c:20]([C:23](=[O:24])[OH:25])[cH:21][cH:22]2)[c:11]2[cH:12][cH:13][cH:14][cH:15][c:16]12. The reactants are CC(C)(C)OC(=O)N1CCC(F)(CO)CC1, CCCCc1nnc(Cl)cc1-c1ccc(OC2CCCCC2)cc1, C1CCOC1, CC(C)(C)[O-], [K+]. The product is CCCCc1nnc(OCC2(F)CCN(C(=O)OC(C)(C)C)CC2)cc1-c1ccc(OC2CCCCC2)cc1. RXN SMILES: [C:1]([CH3:2])([CH3:3])([CH3:4])[O:5][C:6](=[O:7])[N:8]1[CH2:9][CH2:10][C:11]([CH2:14][OH:15])([F:16])[CH2:12][CH2:13]1.[CH2:23]([CH2:24][CH2:25][CH3:26])[c:27]1[n:28][n:29][c:30]([Cl:46])[cH:31][c:32]1-[c:33]1[cH:34][cH:35][c:36]([O:39][CH:40]2[CH2:41][CH2:42][CH2:43][CH2:44][CH2:45]2)[cH:37][cH:38]1.[CH2:47]1[O:48][CH2:49][CH2:50][CH2:51]1.[CH3:17][C:18]([CH3:19])([O-:20])[CH3:21].[K+:22]>>[C:1]([CH3:2])([CH3:3])([CH3:4])[O:5][C:6](=[O:7])[N:8]1[CH2:9][CH2:10][C:11]([CH2:14][O:15][c:30]2[n:29][n:28][c:27]([CH2:23][CH2:24][CH2:25][CH3:26])[c:32](-[c:33]3[cH:34][cH:35][c:36]([O:39][CH:40]4[CH2:41][CH2:42][CH2:43][CH2:44][CH2:45]4)[cH:37][cH:38]3)[cH:31]2)([F:16])[CH2:12][CH2:13]1. The reactants are C(C1=CC=CC=C1)C1CCN(CC1)C1=C(C(=NC(=C1Br)C)C)[C@@H](C(=O)OC(C)C)O ((S)-isopropyl 2-(4-(4-benzylpiperidin-1-yl)-5-bromo-2,6-dimethylpyridin-3-yl)-2-hydroxyacetate), HClO4. Run in C(Cl)Cl (DCM), C(Cl)Cl (DCM). Run at time 48 hour. The product is C(C1=CC=CC=C1)C1CCN(CC1)C1=C(C(=NC(=C1Br)C)C)[C@@H](C(=O)OC(C)C)OC(C)(C)C ((S)-isopropyl 2-(4-(4-benzylpiperidin-1-yl)-5-bromo-2,6-dimethylpyridin-3-yl)-2-(tert-butoxy)acetate). The yield is 168.3%. Reaction SMILES: [CH2:1]([CH:8]1[CH2:13][CH2:12][N:11]([C:14]2[C:19]([Br:20])=[C:18]([CH3:21])[N:17]=[C:16]([CH3:22])[C:15]=2[C@H:23]([OH:30])[C:24]([O:26][CH:27]([CH3:29])[CH3:28])=[O:25])[CH2:10][CH2:9]1)[C:2]1[CH:7]=[CH:6][CH:5]=[CH:4][CH:3]=1>C(Cl)Cl>[CH2:1]([CH:8]1[CH2:13][CH2:12][N:11]([C:14]2[C:19]([Br:20])=[C:18]([CH3:21])[N:17]=[C:16]([CH3:22])[C:15]=2[C@H:23]([O:30][C:2]([CH3:7])([CH3:3])[CH3:1])[C:24]([O:26][CH:27]([CH3:28])[CH3:29])=[O:25])[CH2:10][CH2:9]1)[C:2]1[CH:7]=[CH:6][CH:5]=[CH:4][CH:3]=1. Procedure details: The isobutylene gas was bubbled into a nitrogen purged, cooled (0° C.) solution of (S)-isopropyl 2-(4-(4-benzylpiperidin-1-yl)-5-bromo-2,6-dimethylpyridin-3-yl)-2-hydroxyacetate (1.35 g, 2.84 mmol) and 0.27 mL of 70% HClO4 in DCM (25 mL) for 20 min. The reaction mixture was allowed to warm to rt and stirred for 48 h in a pressure sealed vessel. The reaction was then diluted with DCM, washed with 1M Na2CO3 solution, and dried over MgSO4. The crude product was charged (DCM) to a 80 g ISCO silica g... Reactants: CCCCOc1c(CO)n(CC(C)(C)C)c(=O)c2cc(F)ccc12, Cc1ccccc1, [Na+], C1CCOC1, O=C([O-])O, O=S(Cl)Cl. The product is CCCCOc1c(CCl)n(CC(C)(C)C)c(=O)c2cc(F)ccc12. Reaction SMILES: [CH2:1]([CH2:2][CH2:3][CH3:4])[O:5][c:6]1[c:7]([CH2:23][OH:24])[n:8]([CH2:18][C:19]([CH3:20])([CH3:21])[CH3:22])[c:9](=[O:17])[c:10]2[cH:11][c:12]([F:16])[cH:13][cH:14][c:15]12.[CH3:39][c:40]1[cH:41][cH:42][cH:43][cH:44][cH:45]1.[Na+:29].[O:34]1[CH2:35][CH2:36][CH2:37][CH2:38]1.[OH:30][C:31](=[O:32])[O-:33].[S:25]([Cl:26])([Cl:27])=[O:28]>>[CH2:1]([CH2:2][CH2:3][CH3:4])[O:5][c:6]1[c:7]([CH2:23][Cl:27])[n:8]([CH2:18][C:19]([CH3:20])([CH3:21])[CH3:22])[c:9](=[O:17])[c:10]2[cH:11][c:12]([F:16])[cH:13][cH:14][c:15]12. Starting materials: N1C=NC=2CNCCC21 (4,5,6,7-tetrahydro-imidazo-[4,5-c]-pyridine), C(C)(C)N=C=O (isopropyl isocyanate), Cl (hydrogen chloride). Solvent: O1CCOCC1 (dioxane), C(C)(C)O (isopropanol). Yields the product C(C)(C)NC(=O)N1CC2=C(CC1)NC=N2 (5-(N-isopropyl-carbamoyl)-4,5,6,7-tetrahydro-imidazo-[4,5-c]-pyridine). Reaction SMILES: [NH:1]1[C:9]2[CH2:8][CH2:7][NH:6][CH2:5][C:4]=2[N:3]=[CH:2]1.[CH:10]([N:13]=[C:14]=[O:15])([CH3:12])[CH3:11].Cl>O1CCOCC1.C(O)(C)C>[CH:10]([NH:13][C:14]([N:6]1[CH2:7][CH2:8][C:9]2[NH:1][CH:2]=[N:3][C:4]=2[CH2:5]1)=[O:15])([CH3:12])[CH3:11]. Reported procedure: A solution of 2.46 g of 4,5,6,7-tetrahydro-imidazo-[4,5-c]-pyridine and 6.8 g of isopropyl isocyanate in 50 ml of dry dioxane is refluxed for 2 h. After evaporation to dryness, the residue is dissolved in 25 ml of methanol and treated with 12.5 ml of 2N sodium hydroxide for 2 h at room temperature. After neutralization, the solution is extracted with chloroform. Evaporation of the solvent leaves a residue (2.21 g, oil) that is treated with one equivalent of hydrogen chloride in isopropanol. Afte... Reactants: C12(CC3CC(CC(C1)C3)C2)CO (adamantan-1-ylmethanol), C12C(CC(CC1)C2)CO (2-Norbornanemethanol), ClC=1C(=CC(=C(C(=O)NS(=O)(=O)C)C1)F)F (5-chloro-2,4-difluoro-N-(methylsulfonyl)benzamide), ClC=1C(=CC(=C(C(=O)NS(N(C)C)(=O)=O)C1)F)F (5-chloro-N—(N,N-dimethylsulfamoyl)-2,4-difluorobenzamide). The product is C12C(CC(CC1)C2)COC2=CC(=C(C(=O)NS(N(C)C)(=O)=O)C=C2Cl)F (4-(bicyclo[2.2.1]heptan-2-ylmethoxy)-5-chloro-N—(N,N-dimethylsulfamoyl)-2-fluorobenzamide), solid. Yield: 39.0%. Reaction SMILES: ClC1C(F)=CC(F)=C(C=1)C(NS(C)(=O)=O)=O.[Cl:17][C:18]1[C:19](F)=[CH:20][C:21]([F:33])=[C:22]([CH:32]=1)[C:23]([NH:25][S:26](=[O:31])(=[O:30])[N:27]([CH3:29])[CH3:28])=[O:24].[C:35]12([CH2:45][OH:46])[CH2:44][CH:39]3[CH2:40][CH:41]([CH2:43]C(C3)C1)[CH2:42]2.C12CC(CC1)CC2CO>>[CH:44]12[CH2:43][CH:41]([CH2:40][CH2:39]1)[CH2:42][CH:35]2[CH2:45][O:46][C:19]1[C:18]([Cl:17])=[CH:32][C:22]([C:23]([NH:25][S:26](=[O:31])(=[O:30])[N:27]([CH3:29])[CH3:28])=[O:24])=[C:21]([F:33])[CH:20]=1. Procedure details: Following the procedure as described in Example 8 and making variations as required to replace 5-chloro-2,4-difluoro-N-(methylsulfonyl)benzamide with 5-chloro-N—(N,N-dimethylsulfamoyl)-2,4-difluorobenzamide and adamantan-1-ylmethanol with 2-Norbornanemethanol, the title compound was obtained as a colorless solid (0.17 g, 39%): 1H NMR (300 MHz, CDCl3) δ 8.72-8.54 (m, 1H), 8.12-8.01 (m, 1H), 6.77-6.61 (m, 1H), 4.15-3.67 (m, 2H), 3.01 (s, 6H), 2.49-2.21 (m, 3H), 2.10-1.74 (m, 1H), 1.64-1.05 (m, 6H)... Reactants: [Fe] (iron), [CH-]1C=CC=C1.[CH-]1C=CC=C1.[Fe+2] (ferrocene), zeolite. The solvent is C1=CC=CC=C1 (benzene), C1=CC=CC=C1 (benzene). Conditions: temperature 375 celsius. Yields the product C1=CC=CC=C1.[CH-]1C=CC=C1.[CH-]1C=CC=C1.[Fe+2] (benzene ferrocene). As a reaction SMILES: [Fe:1].[CH-:2]1[CH:6]=[CH:5][CH:4]=[CH:3]1.[CH-:7]1[CH:11]=[CH:10][CH:9]=[CH:8]1.[Fe+2]>C1C=CC=CC=1>[CH:3]1[CH:4]=[CH:5][CH:6]=[CH:2][CH:7]=1.[CH-:7]1[CH:11]=[CH:10][CH:9]=[CH:8]1.[CH-:2]1[CH:6]=[CH:5][CH:4]=[CH:3]1.[Fe+2:1] |f:1.2.3,5.6.7.8|. Procedure details: An iron containing ZSM-5 catalyst was prepared by the following method: 7.6 g of the same HZSM-5 as that of Example 1 was heated in a stream of dry nitrogen to 375° C. After this temperature was maintained for 4 hours, the catalyst was cooled, in a stream of dry nitrogen, to room temperature. A solution of 0.5 g of ferrocene (dicyclopentadienyliron) in 30 g dry benzene was then added to the calcined zeolite and the slurry allowed to mix on a roller for about 16 hours. The benzene was allowed to ... Reactants: COC(C1=CC=C(C=C1)C(C(CN1N=CN=C1)(O)C1=C(C=C(C=C1)F)F)=C)=O (4-(2-[2,4-difluorophenyl]-2-hydroxy-1-(1,2,4-triazol-1-yl)-3-buten-3-yl) benzoic acid methyl ester), NNC(=S)N (thiosemicarbazide), C([O-])([O-])=O.[Na+].[Na+] (sodium carbonate), C(C(=O)Cl)(=O)Cl (oxalyl chloride). The reagents and catalysts are CN(C=O)C (dimethylformamide). Run in ClCCl (dichloromethane). The product is FC1=C(C=CC(=C1)F)C(CN1N=CN=C1)(C(=C)C1=CC=C(C(=O)NNC(=S)N)C=C1)O (4-{2-[2,4-difluorophenyl]-2-hydroxy-1-[1,2,4-triazol-1-yl]-3-buten-3-yl}benzoylthiosemicarbazide). The yield is 47.2%. Reaction SMILES: C[O:2][C:3](=O)[C:4]1[CH:9]=[CH:8][C:7]([C:10](=[CH2:27])[C:11]([C:19]2[CH:24]=[CH:23][C:22]([F:25])=[CH:21][C:20]=2[F:26])([OH:18])[CH2:12][N:13]2[CH:17]=[N:16][CH:15]=[N:14]2)=[CH:6][CH:5]=1.C(Cl)(=O)C(Cl)=O.[NH2:35][NH:36][C:37]([NH2:39])=[S:38].C(=O)([O-])[O-].[Na+].[Na+]>ClCCl.CN(C)C=O>[F:26][C:20]1[CH:21]=[C:22]([F:25])[CH:23]=[CH:24][C:19]=1[C:11]([OH:18])([C:10]([C:7]1[CH:6]=[CH:5][C:4]([C:3]([NH:35][NH:36][C:37]([NH2:39])=[S:38])=[O:2])=[CH:9][CH:8]=1)=[CH2:27])[CH2:12][N:13]1[CH:17]=[N:16][CH:15]=[N:14]1 |f:3.4.5|. Reported procedure: A sample of the product from part (i) (370 mg, 1 mmol) was suspended in dichloromethane (15 ml), and was treated with dimethylformamide (1 drop) and oxalyl chloride (0.1 ml, 1.1 mmol). The solution was stirred at room temperature for1 hour and was evaporated under reduced pressure. The residue. was dissolved in dichloromethane (15 ml) and treated with thiosemicarbazide (0.1 g, 1 mmol) and sodium carbonate (0.1 g, 1 mmol). The mixture was stirred at room temperature for 24 hours then filtered. Th... The reactants are C1(=CC=CC=C1)P(C1=CC=CC=C1)C1=CC=CC=C1 (Triphenylphosphine), [Si](C)(C)(C(C)(C)C)O[C@H]([C@H](C(=O)NNC(C1=CC=C(C=C1)OCC1=CC=C(C=C1)OC)=O)NC1=C(C(=C(C=C1)C#N)Cl)C)C (N′-((2R,3S)-3-(tert-butyldimethylsilyloxy)-2-(3-chloro-4-cyano-2-methylphenylamino)butanoyl)-4-(4-methoxybenzyloxy)benzohydrazide), PPh3 I2 TEA, II (I2), TEA. Run in C(Cl)Cl (DCM), C(Cl)Cl (DCM). Yields the product [Si](C)(C)(C(C)(C)C)O[C@H]([C@H](C=1OC(=NN1)C1=CC=C(C=C1)OCC1=CC=C(C=C1)OC)NC1=C(C(=C(C#N)C=C1)Cl)C)C (4-((1R,2S)-2-(tert-Butyldimethylsilyloxy)-1-(5-(4-(4-methoxybenzyloxy)phenyl)-1,3,4-oxadiazol-2-yl)propylamino)-2-chloro-3-methylbenzonitrile). Yield: 87.2%. RXN SMILES: C1(P(C2C=CC=CC=2)C2C=CC=CC=2)C=CC=CC=1.II.[Si:22]([O:29][C@@H:30]([CH3:65])[C@@H:31]([NH:54][C:55]1[CH:60]=[CH:59][C:58]([C:61]#[N:62])=[C:57]([Cl:63])[C:56]=1[CH3:64])[C:32]([NH:34][NH:35][C:36](=[O:53])[C:37]1[CH:42]=[CH:41][C:40]([O:43][CH2:44][C:45]2[CH:50]=[CH:49][C:48]([O:51][CH3:52])=[CH:47][CH:46]=2)=[CH:39][CH:38]=1)=O)([C:25]([CH3:28])([CH3:27])[CH3:26])([CH3:24])[CH3:23]>C(Cl)Cl>[Si:22]([O:29][C@@H:30]([CH3:65])[C@@H:31]([NH:54][C:55]1[CH:60]=[CH:59][C:58]([C:61]#[N:62])=[C:57]([Cl:63])[C:56]=1[CH3:64])[C:32]1[O:53][C:36]([C:37]2[CH:38]=[CH:39][C:40]([O:43][CH2:44][C:45]3[CH:50]=[CH:49][C:48]([O:51][CH3:52])=[CH:47][CH:46]=3)=[CH:41][CH:42]=2)=[N:35][N:34]=1)([C:25]([CH3:26])([CH3:28])[CH3:27])([CH3:24])[CH3:23]. Procedure: Polymer supported Triphenylphosphine (3 g, 8.38 mmol) was dissolved in 250 mL of DCM followed by addition of I2 (2.13 g, 8.38 mmol) and TEA (3.11 mL, 22.36 mmol) at 0° C. N′-((2R,3S)-3-(tert-butyldimethylsilyloxy)-2-(3-chloro-4-cyano-2-methylphenylamino)butanoyl)-4-(4-methoxybenzyloxy)benzohydrazide (3.56 g, 5.59 mmol) in 200 ml DCM was added to the pre-cooled solution mixture of PPh3/I2/TEA system and stirred. The temperature was allowed to warm to room temperature and stirred for additional 10... The reactants are C1CCOC1, CC(=O)OC(C)=O, O=CO, O=S(=O)(CC(CCc1cncc(Cl)c1)NO)N1CCN(c2ccc(Cl)cc2)CC1. The product is O=CN(O)C(CCc1cncc(Cl)c1)CS(=O)(=O)N1CCN(c2ccc(Cl)cc2)CC1. As a reaction SMILES: [CH2:40]1[O:41][CH2:42][CH2:43][CH2:44]1.[CH3:4][C:5]([O:6][C:7](=[O:8])[CH3:9])=[O:10].[CH:1](=[O:2])[OH:3].[Cl:11][c:12]1[cH:13][cH:14][c:15]([N:18]2[CH2:19][CH2:20][N:21]([S:24](=[O:25])(=[O:26])[CH2:27][CH:28]([CH2:29][CH2:30][c:31]3[cH:32][n:33][cH:34][c:35]([Cl:37])[cH:36]3)[NH:38][OH:39])[CH2:22][CH2:23]2)[cH:16][cH:17]1>>[CH:1](=[O:3])[N:38]([CH:28]([CH2:27][S:24]([N:21]1[CH2:20][CH2:19][N:18]([c:15]2[cH:14][cH:13][c:12]([Cl:11])[cH:17][cH:16]2)[CH2:23][CH2:22]1)(=[O:25])=[O:26])[CH2:29][CH2:30][c:31]1[cH:32][n:33][cH:34][c:35]([Cl:37])[cH:36]1)[OH:39].